Dataset: the Open Reaction Database (ORD), a public repository of structured organic reaction records. Task: describe an organic reaction: reactants, conditions, products, and yield Reactants: [C@@H]1(C[C@H](O)[C@@H](CO)O1)N1C(=O)NC(=O)C(C)=C1 (thymidine), C1(=CC=CC=C1)C(C1=CC=CC=C1)(C1=CC=CC=C1)Cl (triphenylmethyl chloride), CN(C)C1=NC=CC=C1 (dimethylaminopyridine), N1C=NC=C1 (Imidazole), [Si](C)(C)(C(C)(C)C)Cl (t-butyldimethylsilyl chloride). Run in N1=CC=CC=C1 (pyridine). Reaction conditions: temperature 80 celsius, time 30 minute. Yields the product [Si](C)(C)(C(C)(C)C)O[C@H]1C[C@@H](O[C@@H]1CO)N1C(=O)NC(=O)C(C)=C1 (3'-O-t-Butyldimethylsilyl thymidine). The yield is 70.8%. As a reaction SMILES: [C@@H:1]1([N:9]2[CH:17]=[C:15]([CH3:16])[C:13](=[O:14])[NH:12][C:10]2=[O:11])[O:8][C@H:5]([CH2:6][OH:7])[C@@H:3]([OH:4])[CH2:2]1.C1(C(Cl)(C2C=CC=CC=2)C2C=CC=CC=2)C=CC=CC=1.CN(C1C=CC=CN=1)C.N1C=CN=C1.[Si:52](Cl)([C:55]([CH3:58])([CH3:57])[CH3:56])([CH3:54])[CH3:53]>N1C=CC=CC=1>[Si:52]([O:4][C@@H:3]1[C@@H:5]([CH2:6][OH:7])[O:8][C@@H:1]([N:9]2[CH:17]=[C:15]([CH3:16])[C:13](=[O:14])[NH:12][C:10]2=[O:11])[CH2:2]1)([C:55]([CH3:58])([CH3:57])[CH3:56])([CH3:54])[CH3:53]. Reported procedure: To a solution of thymidine (10.00 g, 41 mmol) in pyridine (50 ml) was added triphenylmethyl chloride (13.81 g, 50 mmol) and dimethylaminopyridine (0.4 g, 3.0 mmol). The mixture was allowed to stir at 80° C. for 30 min. The pyridine was removed under reduced pressure and the residue dissolved in DMF (80 ml). Imidazole (6.14 g, 90 mmol) and t-butyldimethylsilyl chloride (6.18 g, 41 mmol) were added, and the mixture was allowed to stir overnight at room temperature. The DMF was removed under reduce...